This data is from the Open Reaction Database (ORD), a public repository of structured organic reaction records. The task is: describe an organic reaction: reactants, conditions, products, and yield The product is COC(=O)c1cc(C=O)cc(-n2cccc2)c1. Reaction SMILES: [Cl:18][CH2:19][Cl:20].[OH:1][CH2:2][c:3]1[cH:4][c:5]([C:6](=[O:7])[O:8][CH3:9])[cH:10][c:11](-[n:13]2[cH:14][cH:15][cH:16][cH:17]2)[cH:12]1>>[O:1]=[CH:2][c:3]1[cH:4][c:5]([C:6](=[O:7])[O:8][CH3:9])[cH:10][c:11](-[n:13]2[cH:14][cH:15][cH:16][cH:17]2)[cH:12]1. Reactants: ClCCl, COC(=O)c1cc(CO)cc(-n2cccc2)c1.